Dataset: the Open Reaction Database (ORD), a public repository of structured organic reaction records. Task: describe an organic reaction: reactants, conditions, products, and yield The reactants are CCN(C(C)C)C(C)C, O=C(O)c1ccc(Cl)nn1, ClCCl, NCCc1cccc(F)c1, O, On1nnc2ccccc21. Product: O=C(NCCc1cccc(F)c1)c1ccc(Cl)nn1. Reaction SMILES: [CH:11]([N:12]([CH:13]([CH3:14])[CH3:15])[CH2:16][CH3:17])([CH3:18])[CH3:19].[Cl:1][c:2]1[cH:3][cH:4][c:5]([C:8](=[O:9])[OH:10])[n:6][n:7]1.[Cl:41][CH2:42][Cl:43].[F:31][c:32]1[cH:33][c:34]([CH2:35][CH2:36][NH2:37])[cH:38][cH:39][cH:40]1.[OH2:20].[OH:21][n:22]1[c:23]2[cH:24][cH:25][cH:26][cH:27][c:28]2[n:29][n:30]1>>[Cl:1][c:2]1[cH:3][cH:4][c:5]([C:8](=[O:10])[NH:37][CH2:36][CH2:35][c:34]2[cH:33][c:32]([F:31])[cH:40][cH:39][cH:38]2)[n:6][n:7]1.